Dataset: the Open Reaction Database (ORD), a public repository of structured organic reaction records. Task: describe an organic reaction: reactants, conditions, products, and yield Reactants: COC(=O)c1cccc2[nH]c3c(c12)C(=O)CCC3, CCOC(C)=O, ClCc1cccc(Oc2ccccc2)c1, CN(C)C=O. The product is COC(=O)c1cccc2c1c1c(n2Cc2cccc(Oc3ccccc3)c2)CCCC1=O. RXN SMILES: [C:1](=[O:2])([O:3][CH3:4])[c:5]1[c:6]2[c:7]3[c:12]([nH:13][c:14]2[cH:15][cH:16][cH:17]1)[CH2:11][CH2:10][CH2:9][C:8]3=[O:18].[CH3:39][CH2:40][O:41][C:42](=[O:43])[CH3:44].[O:19]([c:20]1[cH:21][cH:22][cH:23][cH:24][cH:25]1)[c:26]1[cH:27][c:28]([CH2:29][Cl:30])[cH:31][cH:32][cH:33]1.[O:34]=[CH:35][N:36]([CH3:37])[CH3:38]>>[C:1](=[O:2])([O:3][CH3:4])[c:5]1[c:6]2[c:7]3[c:12]([n:13]([CH2:29][c:28]4[cH:27][c:26]([O:19][c:20]5[cH:21][cH:22][cH:23][cH:24][cH:25]5)[cH:33][cH:32][cH:31]4)[c:14]2[cH:15][cH:16][cH:17]1)[CH2:11][CH2:10][CH2:9][C:8]3=[O:18]. The reactants are OB(O)C1CC1, O=C(O)c1cc(C2CC2)ccc1Nc1cnc(-c2ccccc2Cl)nc1, [K+], [K+], [K+], O, O, O=P([O-])([O-])[O-], Cc1ccccc1. Product: O=C(O)c1cc(C2CC2)ccc1Nc1cnc(-c2ccccc2C2CC2)nc1. Reaction SMILES: [CH:27]1([B:30]([OH:31])[OH:32])[CH2:28][CH2:29]1.[Cl:1][c:2]1[c:3](-[c:8]2[n:9][cH:10][c:11]([NH:14][c:15]3[c:16]([C:17](=[O:18])[OH:19])[cH:20][c:21]([CH:24]4[CH2:25][CH2:26]4)[cH:22][cH:23]3)[cH:12][n:13]2)[cH:4][cH:5][cH:6][cH:7]1.[K+:38].[K+:39].[K+:40].[OH2:41].[OH2:42].[P:33]([O-:34])([O-:35])([O-:36])=[O:37].[c:43]1([CH3:44])[cH:45][cH:46][cH:47][cH:48][cH:49]1>>[c:2]1([CH:27]2[CH2:28][CH2:29]2)[c:3](-[c:8]2[n:9][cH:10][c:11]([NH:14][c:15]3[c:16]([C:17](=[O:18])[OH:19])[cH:20][c:21]([CH:24]4[CH2:25][CH2:26]4)[cH:22][cH:23]3)[cH:12][n:13]2)[cH:4][cH:5][cH:6][cH:7]1. The reactants are CC1(C(=C(CC1)C)C=CC(CC)=O)C (1-(2,2,5-trimethylcyclopent-5-enyl)pent-1-en-3-one), OC1(C(C(CC(C1)O)(C)C)C=CC(C)O)C (4-(2,4-Dihydroxy-2,6,6-Trimethylcyclohexyl)But-3-en-2-ol). Yields the product OC1(C(C(CC1)(C)C)C=CC(CC)O)C (1-(2-Hydroxy-2,5,5-Trimethylcyclopentyl)Pent-1-en-3-ol). As a reaction SMILES: [CH3:1][C:2]1([CH3:14])[CH2:6][CH2:5][C:4]([CH3:7])=[C:3]1[CH:8]=[CH:9][C:10](=[O:13])[CH2:11][CH3:12].[OH:15]C1(C)CC(O)CC(C)(C)C1C=CC(O)C>>[OH:15][C:4]1([CH3:7])[CH2:5][CH2:6][C:2]([CH3:1])([CH3:14])[CH:3]1[CH:8]=[CH:9][CH:10]([OH:13])[CH2:11][CH3:12]. Procedure details: The entitled compound was obtained from 1-(2,2,5-trimethylcyclopent-5-enyl)pent-1-en-3-one in the same manner as in Example 1-(4), (5), and (6). RXN SMILES: [CH3:25][C:26](=[O:27])[OH:28].[CH:1](=[O:2])[NH:3][c:4]1[s:5][cH:6][c:7]([CH2:9][S:10][c:11]2[cH:12][cH:13][n:14][cH:15][cH:16]2)[n:8]1.[Cl:17][N:18]1[C:19](=[O:20])[CH2:21][CH2:22][C:23]1=[O:24]>>[CH:1](=[O:2])[NH:3][c:4]1[s:5][c:6]([Cl:17])[c:7]([CH2:9][S:10][c:11]2[cH:12][cH:13][n:14][cH:15][cH:16]2)[n:8]1. Reactants: CC(=O)O, O=CNc1nc(CSc2ccncc2)cs1, O=C1CCC(=O)N1Cl. The product is O=CNc1nc(CSc2ccncc2)c(Cl)s1. Starting materials: CC=1C=C(SC1)C1CCN(CC1)C(=O)OC(C)(C)C (tert-butyl 4-(4-methylthiophen-2-yl)piperidine-1-carboxylate), CO (methanol), BrN1C(CCC1=O)=O (N-bromosuccinimide). The reagents and catalysts are [Pd] (palladium on carbon). Solvent: C(C)(=O)OCC (ethyl acetate). Conditions: time 1 hour. Product: BrC1=C(C=C(S1)C1CCN(CC1)C(=O)OC(C)(C)C)C (tert-butyl 4-(5-bromo-4-methylthiophen-2-yl)piperidine-1-carboxylate). Yield: 58.5%. Reaction SMILES: [CH3:1][C:2]1[CH:3]=[C:4]([CH:7]2[CH2:12][CH2:11][N:10]([C:13]([O:15][C:16]([CH3:19])([CH3:18])[CH3:17])=[O:14])[CH2:9][CH2:8]2)[S:5][CH:6]=1.CO.[Br:22]N1C(=O)CCC1=O>[Pd].C(OCC)(=O)C>[Br:22][C:6]1[S:5][C:4]([CH:7]2[CH2:8][CH2:9][N:10]([C:13]([O:15][C:16]([CH3:19])([CH3:18])[CH3:17])=[O:14])[CH2:11][CH2:12]2)=[CH:3][C:2]=1[CH3:1]. Reported procedure: To Compound 1062 (1.67 g, 5.98 mmol) in a solution of methanol and ethyl acetate (40 mL, 1:1) was added palladium on carbon (1 g, 10%, Degussa type). The reaction was shaken under hydrogen atmosphere at 45 psi on a Parr apparatus for 1 hour, filtered through diatomaceous earth, and concentrated under reduced pressure. The resulting material was dissolved in acetonitrile (30 mL) and treated with N-bromosuccinimide (1.14 g, 6.4 mmol). The reaction mixture was stirred for 30 minutes at room tempera...